From a dataset of the Open Reaction Database (ORD), a public repository of structured organic reaction records. describe an organic reaction: reactants, conditions, products, and yield The reactants are ClC=1C=CC(=C(C1)B(O)O)OC (5-chloro-2-methoxyphenylboronic acid), CC(C)(CO)CO (neopentylglycol). The product is ClC=1C=CC(=C(C1)B1OCC(CO1)(C)C)OC (2-(5-Chloro-2-methoxyphenyl)-5,5-dimethyl-[1,3,2]dioxaborinane). Yield: 86.0%. Reaction SMILES: [Cl:1][C:2]1[CH:3]=[CH:4][C:5]([O:11][CH3:12])=[C:6]([B:8]([OH:10])[OH:9])[CH:7]=1.[CH3:13][C:14]([CH2:18]O)([CH2:16]O)[CH3:15]>>[Cl:1][C:2]1[CH:3]=[CH:4][C:5]([O:11][CH3:12])=[C:6]([B:8]2[O:9][CH2:15][C:14]([CH3:18])([CH3:16])[CH2:13][O:10]2)[CH:7]=1. Procedure: The title compound (86%, oil) was prepared from 5-chloro-2-methoxyphenylboronic acid and neopentylglycol. The reactants are BrC=1C=C(C(N(C1)C)=O)NC=1SC=2CN(CCC2N1)C (5-Bromo-1-methyl-3-(5-methyl-4,5,6,7-tetrahydrothiazolo[5,4-c]pyridin-2-ylamino)pyridin-2(1H)-one), C(C)(=O)OCC=1C(=NC=CC1B(O)O)N1C(C2=CC=3CC(CC3N2CC1)(C)C)=O ({3-[(Acetyloxy)methyl]-2-{4,4-dimethyl-9-oxo-1,10-diazatricyclo[6.4.0.02,6]dodeca-2(6),7-dien-10-yl}pyridin-4-yl}boronic Acid), [O-]P(=O)([O-])[O-].[K+].[K+].[K+] (K3PO4), C(C)(=O)[O-].[Na+] (sodium acetate). The reagents and catalysts are C1(=CC=CC=C1)P([C-]1C=CC=C1)C1=CC=CC=C1.[C-]1(C=CC=C1)P(C1=CC=CC=C1)C1=CC=CC=C1.[Fe+2].Cl[Pd]Cl (1,1′-bis(diphenylphosphino)ferrocene dichloropalladium(II)). Solvent: O (water), C(C)#N (acetonitrile). Conditions: temperature 100 celsius. Product: C(C)(=O)OCC=1C(=NC=CC1C1=CN(C(C(=C1)NC=1SC=2CN(CCC2N1)C)=O)C)N1C(C2=CC=3CC(CC3N2CC1)(C)C)=O (10-[3-(Acetoxymethyl)-4-[1-methyl-5-({5-methyl-4H,5H,6H,7H-[1,3]thiazolo[5,4-c]pyridin-2-yl}amino)-6-oxo-1,6-dihydropyridin-3-yl]pyridin-2-yl]-4,4-dimethyl-1,10-diazatricyclo[6.4.0.02,6]dodeca-2(6),7-dien-9-one). Reaction SMILES: Br[C:2]1[CH:3]=[C:4]([NH:10][C:11]2[S:12][C:13]3[CH2:14][N:15]([CH3:20])[CH2:16][CH2:17][C:18]=3[N:19]=2)[C:5](=[O:9])[N:6]([CH3:8])[CH:7]=1.[C:21]([O:24][CH2:25][C:26]1[C:27]([N:35]2[CH2:46][CH2:45][N:44]3[C:37](=[CH:38][C:39]4[CH2:40][C:41]([CH3:48])([CH3:47])[CH2:42][C:43]=43)[C:36]2=[O:49])=[N:28][CH:29]=[CH:30][C:31]=1B(O)O)(=[O:23])[CH3:22].[O-]P([O-])([O-])=O.[K+].[K+].[K+].C([O-])(=O)C.[Na+]>C1(P(C2C=CC=CC=2)[C-]2C=CC=C2)C=CC=CC=1.[C-]1(P(C2C=CC=CC=2)C2C=CC=CC=2)C=CC=C1.[Fe+2].Cl[Pd]Cl.O.C(#N)C>[C:21]([O:24][CH2:25][C:26]1[C:27]([N:35]2[CH2:46][CH2:45][N:44]3[C:37](=[CH:38][C:39]4[CH2:40][C:41]([CH3:48])([CH3:47])[CH2:42][C:43]=43)[C:36]2=[O:49])=[N:28][CH:29]=[CH:30][C:31]=1[C:2]1[CH:3]=[C:4]([NH:10][C:11]2[S:12][C:13]3[CH2:14][N:15]([CH3:20])[CH2:16][CH2:17][C:18]=3[N:19]=2)[C:5](=[O:9])[N:6]([CH3:8])[CH:7]=1)(=[O:23])[CH3:22] |f:2.3.4.5,6.7,8.9.10.11|. Procedure details: A 50-mL round-bottomed flask equipped with a reflux condenser was charged with 203b (178 mg, 0.50 mmol), {3-[(acetyloxy)methyl]-2-{4,4-dimethyl-9-oxo-1,10-diazatricyclo[6.4.0.02,6]dodeca-2(6),7-dien-10-yl}pyridin-4-yl}boronic acid 199e (200 mg, 0.50 mmol), K3PO4 (212 mg, 1.0 mmol), sodium acetate (82 mg, 1.0 mmol), 1,1′-bis(diphenylphosphino)ferrocene-dichloropalladium(II) (21 mg, 0.025 mmol), acetonitrile (10 mL), and water (0.5 mL). After bubbling nitrogen through the mixture for 30 minutes, i... Starting materials: CO, CCCC(Oc1cccc(-c2noc(C)n2)c1)C(=O)OCC, [Na+], [OH-], O. Product: CCCC(Oc1cccc(-c2noc(C)n2)c1)C(=O)O. Reaction SMILES: [CH3:25][OH:26].[CH3:3][c:4]1[n:5][c:6](-[c:9]2[cH:10][c:11]([O:12][CH:13]([C:14](=[O:15])[O:16][CH2:17][CH3:18])[CH2:19][CH2:20][CH3:21])[cH:22][cH:23][cH:24]2)[n:7][o:8]1.[Na+:2].[OH-:1].[OH2:27]>>[CH3:3][c:4]1[n:5][c:6](-[c:9]2[cH:10][c:11]([O:12][CH:13]([C:14](=[O:15])[OH:16])[CH2:19][CH2:20][CH3:21])[cH:22][cH:23][cH:24]2)[n:7][o:8]1. The reactants are ClC=1C=C(C=C(C1)Cl)C1(CC(=NO1)C1=CC(=C(S1)CO)C)C(F)(F)F ({5-[5-(3,5-dichloro-phenyl)-5-trifluoromethyl-4,5-dihydro-isoxazol-3-yl]-3-methyl-thiophen-2-yl}-methanol). Reagents/catalysts: [O-2].[O-2].[Mn+4] (Manganese dioxide). The solvent is ClCCl (dichloromethane). Reaction conditions: time 2 hour. Yields the product ClC=1C=C(C=C(C1)Cl)C1(CC(=NO1)C1=CC(=C(S1)C=O)C)C(F)(F)F (5-[5-(3,5-dichloro-phenyl)-5-trifluoromethyl-4,5-dihydro-isoxazol-3-yl]-3-methyl-thiophene-2-carbaldehyde). Yield: 92.2%. RXN SMILES: [Cl:1][C:2]1[CH:3]=[C:4]([C:9]2([C:22]([F:25])([F:24])[F:23])[O:13][N:12]=[C:11]([C:14]3[S:18][C:17]([CH2:19][OH:20])=[C:16]([CH3:21])[CH:15]=3)[CH2:10]2)[CH:5]=[C:6]([Cl:8])[CH:7]=1>ClCCl.[O-2].[O-2].[Mn+4]>[Cl:1][C:2]1[CH:3]=[C:4]([C:9]2([C:22]([F:23])([F:25])[F:24])[O:13][N:12]=[C:11]([C:14]3[S:18][C:17]([CH:19]=[O:20])=[C:16]([CH3:21])[CH:15]=3)[CH2:10]2)[CH:5]=[C:6]([Cl:8])[CH:7]=1 |f:2.3.4|. Reported procedure: Manganese dioxide (12.0 g) is added portion wise to a solution of {5-[5-(3,5-dichloro-phenyl)-5-trifluoromethyl-4,5-dihydro-isoxazol-3-yl]-3-methyl-thiophen-2-yl}-methanol (4.63 g) in dichloromethane (80 ml). After 2 hours at room temperature, the reaction mixture is filtered through a plug of Celite and the filtration cake is washed with dichloromethane. The filtrate is concentrated in vacuo to yield 5-[5-(3,5-dichloro-phenyl)-5-trifluoromethyl-4,5-dihydro-isoxazol-3-yl]-3-methyl-thiophene-2-ca... The reactants are CCOC(=O)c1nc2ccc(CBr)cc2o1, O=C([O-])[O-], CN(C)C=O, [K+], [K+], O, Oc1ccc(OCc2ccc3ccccc3n2)cc1. Product: CCOC(=O)c1nc2ccc(COc3ccc(OCc4ccc5ccccc5n4)cc3)cc2o1. Reaction SMILES: [Br:20][CH2:21][c:22]1[cH:23][c:24]2[c:25]([n:26][c:27]([C:29](=[O:30])[O:31][CH2:32][CH3:33])[o:28]2)[cH:34][cH:35]1.[C:36](=[O:37])([O-:38])[O-:39].[CH3:43][N:44]([CH3:45])[CH:46]=[O:47].[K+:40].[K+:41].[OH2:42].[n:1]1[c:2]([CH2:11][O:12][c:13]2[cH:14][cH:15][c:16]([OH:19])[cH:17][cH:18]2)[cH:3][cH:4][c:5]2[cH:6][cH:7][cH:8][cH:9][c:10]12>>[n:1]1[c:2]([CH2:11][O:12][c:13]2[cH:14][cH:15][c:16]([O:19][CH2:21][c:22]3[cH:23][c:24]4[c:25]([n:26][c:27]([C:29](=[O:30])[O:31][CH2:32][CH3:33])[o:28]4)[cH:34][cH:35]3)[cH:17][cH:18]2)[cH:3][cH:4][c:5]2[cH:6][cH:7][cH:8][cH:9][c:10]12. Reactants: ice water, [N+](=O)([O-])C1=C(C=CC=C1)O (2-nitrophenol), C([O-])([O-])=O.[K+].[K+] (potassium carbonate), BrC(C(=O)OC)CCCBr (methyl 2,5-dibromovalerate). Solvent: CN(C=O)C (dimethylformamide). Reaction conditions: time 4 hour. The product is BrCCCC(C(=O)OC)OC1=C(C=CC=C1)[N+](=O)[O-] (methyl 5-bromo-2-(2-nitrophenoxy)valerate). Reaction SMILES: [N+:1]([C:4]1[CH:9]=[CH:8][CH:7]=[CH:6][C:5]=1[OH:10])([O-:3])=[O:2].C(=O)([O-])[O-].[K+].[K+].Br[CH:18]([CH2:23][CH2:24][CH2:25][Br:26])[C:19]([O:21][CH3:22])=[O:20]>CN(C)C=O>[Br:26][CH2:25][CH2:24][CH2:23][CH:18]([O:10][C:5]1[CH:6]=[CH:7][CH:8]=[CH:9][C:4]=1[N+:1]([O-:3])=[O:2])[C:19]([O:21][CH3:22])=[O:20] |f:1.2.3|. Procedure details: A mixture of 2-nitrophenol (0.7 g), powdery potassium carbonate (0.7 g), methyl 2,5-dibromovalerate (1.37 g) and dimethylformamide (10 ml) was stirred at room temperature for 4 hours, to which was added ice-water, followed by extraction with ether. The ether layer was washed with water and dried (MgSO4), then the solvent was distilled off. The residue was purified by means of silica gel chromatography [eluted with hexane-ethyl acetate (1:4)] to obtain methyl 5-bromo-2-(2-nitrophenoxy)valerate as...